describe an organic reaction: reactants, conditions, products, and yield From a dataset of the Open Reaction Database (ORD), a public repository of structured organic reaction records. Starting materials: CC(C)=O, CC1(C)Cc2c(c(C(=O)Nc3ccc(C(F)(F)F)cc3)cc3nc(Nc4c(F)cccc4Cl)[nH]c23)O1, O=P(O)(O)O. Yields the product CC1(C)Cc2c(c(C(=O)Nc3ccc(C(F)(F)F)cc3)cc3nc(Nc4c(F)cccc4Cl)[nH]c23)O1, O=P(O)(O)O. RXN SMILES: [CH3:42][C:43](=[O:44])[CH3:45].[Cl:1][c:2]1[c:3]([NH:9][c:10]2[nH:11][c:12]3[c:13]([n:14]2)[cH:15][c:16]([C:24](=[O:25])[NH:26][c:27]2[cH:28][cH:29][c:30]([C:33]([F:34])([F:35])[F:36])[cH:31][cH:32]2)[c:17]2[c:18]3[CH2:19][C:20]([CH3:22])([CH3:23])[O:21]2)[c:4]([F:8])[cH:5][cH:6][cH:7]1.[P:37]([OH:38])([OH:39])([OH:40])=[O:41]>>[Cl:1][c:2]1[c:3]([NH:9][c:10]2[nH:11][c:12]3[c:13]([n:14]2)[cH:15][c:16]([C:24](=[O:25])[NH:26][c:27]2[cH:28][cH:29][c:30]([C:33]([F:34])([F:35])[F:36])[cH:31][cH:32]2)[c:17]2[c:18]3[CH2:19][C:20]([CH3:22])([CH3:23])[O:21]2)[c:4]([F:8])[cH:5][cH:6][cH:7]1.[P:37](=[O:38])([OH:39])([OH:40])[OH:41]. Reactants: O=C([O-])O, [Na+], COC(=O)c1cccc2c1ccc(=O)n2CC1OCCO1, O=C(O)C(F)(F)F. Yields the product COC(=O)c1cccc2c1ccc(=O)n2CC=O. As a reaction SMILES: [C:22](=[O:23])([O-:24])[OH:25].[Na+:26].[O:1]1[CH:2]([CH2:6][n:7]2[c:8](=[O:21])[cH:9][cH:10][c:11]3[c:12]([C:17](=[O:18])[O:19][CH3:20])[cH:13][cH:14][cH:15][c:16]23)[O:5][CH2:4][CH2:3]1.[OH:27][C:28]([C:29]([F:30])([F:31])[F:32])=[O:33]>>[O:1]=[CH:2][CH2:6][n:7]1[c:8](=[O:21])[cH:9][cH:10][c:11]2[c:12]([C:17](=[O:18])[O:19][CH3:20])[cH:13][cH:14][cH:15][c:16]12. The reactants are FC1=C(OC=2C=NN(C(C2)=O)C(C(=O)O)CC2=C(C=CC=C2F)F)C(=CC=C1)F (2-[4-(2,6-difluoro-phenoxy)-6-oxo-6H-pyridazin-1-yl]-3-(2,6-difluoro-phenyl)-propionic acid), C(C)(C)(C)[Si](OCCN1N=C(C=C1)N)(C)C (1-[2-(tert-butyl-dimethyl-silanyloxy)-ethyl]-1H-pyrazol-3-ylamine), FC1=C(OC=2C=NN(C(C2)=O)C(C(=O)O)CC2=C(C=CC=C2F)F)C(=CC=C1)F (2-[4-(2,6-difluoro-phenoxy)-6-oxo-6H-pyridazin-1-yl]-3-(2,6-difluoro-phenyl)-propionic acid), C(C)(C)(C)[Si](OCCN1N=C(C=C1)N)(C)C (1-[2-(tert-butyl-dimethyl-silanyloxy)-ethyl]-1H-pyrazol-3-ylamine). The product is C(C)(C)(C)[Si](OCCN1N=C(C=C1)NC(C(CC1=C(C=CC=C1F)F)N1N=CC(=CC1=O)OC1=C(C=CC=C1F)F)=O)(C)C (N-{1-[2-(tert-butyl-dimethyl-silanyloxy)-ethyl]-1H-pyrazol-3-yl}-2-[4-(2,6-difluoro-phenoxy)-6-oxo-6H-pyridazin-1-yl]-3-(2,6-difluoro-phenyl)-propionamide). Isolated yield 65.0%. Reaction SMILES: [F:1][C:2]1[CH:28]=[CH:27][CH:26]=[C:25]([F:29])[C:3]=1[O:4][C:5]1[CH:6]=[N:7][N:8]([CH:12]([CH2:16][C:17]2[C:22]([F:23])=[CH:21][CH:20]=[CH:19][C:18]=2[F:24])[C:13](O)=[O:14])[C:9](=[O:11])[CH:10]=1.[C:30]([Si:34]([CH3:45])([CH3:44])[O:35][CH2:36][CH2:37][N:38]1[CH:42]=[CH:41][C:40]([NH2:43])=[N:39]1)([CH3:33])([CH3:32])[CH3:31]>>[C:30]([Si:34]([CH3:45])([CH3:44])[O:35][CH2:36][CH2:37][N:38]1[CH:42]=[CH:41][C:40]([NH:43][C:13](=[O:14])[CH:12]([N:8]2[C:9](=[O:11])[CH:10]=[C:5]([O:4][C:3]3[C:2]([F:1])=[CH:28][CH:27]=[CH:26][C:25]=3[F:29])[CH:6]=[N:7]2)[CH2:16][C:17]2[C:22]([F:23])=[CH:21][CH:20]=[CH:19][C:18]=2[F:24])=[N:39]1)([CH3:33])([CH3:32])[CH3:31]. Procedure details: Using the method described in Example 49, 2-[4-(2,6-difluoro-phenoxy)-6-oxo-6H-pyridazin-1-yl]-3-(2,6-difluoro-phenyl)-propionic acid (Intermediate 34) and 1-[2-(tert-butyl-dimethyl-silanyloxy)-ethyl]-1H-pyrazol-3-ylamine (Intermediate 3) afforded N-{1-[2-(tert-butyl-dimethyl-silanyloxy)-ethyl]-1H-pyrazol-3-yl}-2-[4-(2,6-difluoro-phenoxy)-6-oxo-6H-pyridazin-1-yl]-3-(2,6-difluoro-phenyl)-propionamide as a light yellow solid (690 mg, 65%); ES+-HRMS m/e calcd for C30H33N5O4SiF4 [M+H+] 632.2311 foun... Starting materials: C(CC)OC1CCNCC1 (4-propoxypiperidine), [Na+].[I-] (NaI), C(=O)([O-])[O-].[K+].[K+] (K2CO3), FC=1C(=C2CCC(NC2=CC1)=O)C (6-fluoro-5-methyl-3,4-dihydro-1H-quinolin-2-one), ClCCCI (3-chloro-1-iodopropane), [H-].[Na+] (NaH). Run in CN(C)C=O (DMF). Conditions: time 30 minute. The product is FC=1C(=C2CCC(N(C2=CC1)CCCN1CCC(CC1)OCCC)=O)C (6-Fluoro-5-methyl-1-[3-(4-propoxypiperidin-1-yl)propyl]-3,4-dihydro-1H-quinolin-2-one). Yield: 40.8%. Reaction SMILES: [F:1][C:2]1[C:3]([CH3:13])=[C:4]2[C:9](=[CH:10][CH:11]=1)[NH:8][C:7](=[O:12])[CH2:6][CH2:5]2.[H-].[Na+].Cl[CH2:17][CH2:18][CH2:19]I.[CH2:21]([O:24][CH:25]1[CH2:30][CH2:29][NH:28][CH2:27][CH2:26]1)[CH2:22][CH3:23].[Na+].[I-].C([O-])([O-])=O.[K+].[K+]>CN(C=O)C>[F:1][C:2]1[C:3]([CH3:13])=[C:4]2[C:9](=[CH:10][CH:11]=1)[N:8]([CH2:17][CH2:18][CH2:19][N:28]1[CH2:29][CH2:30][CH:25]([O:24][CH2:21][CH2:22][CH3:23])[CH2:26][CH2:27]1)[C:7](=[O:12])[CH2:6][CH2:5]2 |f:1.2,5.6,7.8.9|. Reported procedure: A reaction flask was charged with 6-fluoro-5-methyl-3,4-dihydro-1H-quinolin-2-one (0.090 g, 0.50 mmol) in dry DMF (0.5 mL) under N2. NaH (60% in oil, 0.023 g, 0.55 mmol) was added and stirred at rt for 30 min. Then 3-chloro-1-iodopropane (0.079 g, 0.50 mmol) was added followed by stirring at r.t for 20 h. The reaction mixture was quenched with water and the product extracted into EtOAc. The combined organic layers were dried over Na2SO4, filtered, and concentrated. The crude material was dissolv... The reactants are Cc1ccc(OCC2CN(C(=O)OC(C)(C)C)CCO2)c(NC(=O)Nc2cnc(C#N)cn2)c1, C1CCOC1, Cl, C1COCCO1. The product is Cl, Cc1ccc(OCC2CNCCO2)c(NC(=O)Nc2cnc(C#N)cn2)c1. As a reaction SMILES: [C:1]([O:2][C:3](=[O:4])[N:8]1[CH2:9][CH:10]([CH2:14][O:15][c:16]2[c:17]([NH:23][C:24](=[O:25])[NH:26][c:27]3[n:28][cH:29][c:30]([C:33]#[N:34])[n:31][cH:32]3)[cH:18][c:19]([CH3:22])[cH:20][cH:21]2)[O:11][CH2:12][CH2:13]1)([CH3:5])([CH3:6])[CH3:7].[CH2:36]1[O:37][CH2:38][CH2:39][CH2:40]1.[ClH:35].[O:41]1[CH2:42][CH2:43][O:44][CH2:45][CH2:46]1>>[ClH:35].[NH:8]1[CH2:9][CH:10]([CH2:14][O:15][c:16]2[c:17]([NH:23][C:24](=[O:25])[NH:26][c:27]3[n:28][cH:29][c:30]([C:33]#[N:34])[n:31][cH:32]3)[cH:18][c:19]([CH3:22])[cH:20][cH:21]2)[O:11][CH2:12][CH2:13]1.